From a dataset of the Open Reaction Database (ORD), a public repository of structured organic reaction records. describe an organic reaction: reactants, conditions, products, and yield Reported procedure: The title compound was prepared using standard chemical manipulations and procedures similar to those used for the preparation of 4-(1-(2,4-dimethyl-5-(5-((tetrahydrofuran-3-yl)methyl)-4H-1,2,4-triazol-3-yl)benzoyl)piperidin-4-yl)benzonitrile (compound 130), using 2-methoxyacetohydrazide (compound 190.6) instead of 2-(tetrahydrofuran-3-yl)acetohydrazide (compound 130.4). m/z (ES+) 430 (M+H)+. Starting materials: COCC(=O)NN (2-methoxyacetohydrazide), CC1=C(C(=O)N2CCC(CC2)C2=CC=C(C#N)C=C2)C=C(C(=C1)C)C1=NN=C(N1)CC1COCC1 (4-(1-(2,4-dimethyl-5-(5-((tetrahydrofuran-3-yl)methyl)-4H-1,2,4-triazol-3-yl)benzoyl)piperidin-4-yl)benzonitrile), CC1=C(C(=O)N2CCC(CC2)C2=CC=C(C#N)C=C2)C=C(C(=C1)C)C1=NN=C(N1)CC1COCC1 (4-(1-(2,4-dimethyl-5-(5-((tetrahydrofuran-3-yl)methyl)-4H-1,2,4-triazol-3-yl)benzoyl)piperidin-4-yl)benzonitrile), O1CC(CC1)CC(=O)NN (2-(tetrahydrofuran-3-yl)acetohydrazide), COCC(=O)NN (2-methoxyacetohydrazide). Yields the product COCC=1NC(=NN1)C=1C(=CC(=C(C(=O)N2CCC(CC2)C2=CC=C(C#N)C=C2)C1)C)C (4-(1-(5-(5-(Methoxymethyl)-4H-1,2,4-triazol-3-yl)-2,4-dimethylbenzoyl)piperidin-4-yl)benzonitrile). Reaction SMILES: [CH3:1][C:2]1[CH:23]=[C:22]([CH3:24])[C:21]([C:25]2[NH:29][C:28]([CH2:30]C3CCOC3)=[N:27][N:26]=2)=[CH:20][C:3]=1[C:4]([N:6]1[CH2:11][CH2:10][CH:9]([C:12]2[CH:19]=[CH:18][C:15]([C:16]#[N:17])=[CH:14][CH:13]=2)[CH2:8][CH2:7]1)=[O:5].[CH3:36][O:37]CC(NN)=O.O1CCC(CC(NN)=O)C1>>[CH3:36][O:37][CH2:30][C:28]1[NH:29][C:25]([C:21]2[C:22]([CH3:24])=[CH:23][C:2]([CH3:1])=[C:3]([CH:20]=2)[C:4]([N:6]2[CH2:7][CH2:8][CH:9]([C:12]3[CH:19]=[CH:18][C:15]([C:16]#[N:17])=[CH:14][CH:13]=3)[CH2:10][CH2:11]2)=[O:5])=[N:26][N:27]=1. The reactants are COC1=CC=C(C=C1)NN (4-methoxyphenylhydrazine), O=C(C(=O)OCC)CCC (ethyl α-ketovalerate), C(C1=CC=CC=C1)(=O)N1C(=C(C2=CC(=CC=C12)OC)CCO)C (1-benzoyl-3-(2-hydroxyethyl)-5-methoxy-2-methylindole), S(=O)(Br)Br (thionyl bromide), C([O-])([O-])=O.[Ca+2] (calcium carbonate), ethyl α-(5-methoxy-2-methyl-3-indole)acetate, OCCC1=C(NC2=CC=C(C=C12)OC)C (3-(2-hydroxyethyl)-5-methoxy-2-methylindole), [H-].[Al+3].[Li+].[H-].[H-].[H-] (lithium aluminum hydride), [H-].[Na+] (sodium hydride), [Na] (sodium), C(C1=CC=CC=C1)(=O)Cl (benzoyl chloride). Solvent: O1CCCC1 (tetrahydrofuran), C(C)O (ethanol), C1=CC=CC=C1 (benzene), CN(C)C=O (DMF). The product is C(C1=CC=CC=C1)(=O)N1C(=C(C2=CC(=CC=C12)OC)CCBr)C (1-benzoyl-3-(2-bromoethyl)-5-methoxy-2-methylindole). Reaction SMILES: COC1C=CC(NN)=CC=1.O=C(CCC)C(OCC)=O.[H-].[Al+3].[Li+].[H-].[H-].[H-].OCCC1C2C(=CC=C(OC)C=2)NC=1C.[H-].[Na+].[Na].C(Cl)(=O)C1C=CC=CC=1.[C:54]([N:62]1[C:70]2[C:65](=[CH:66][C:67]([O:71][CH3:72])=[CH:68][CH:69]=2)[C:64]([CH2:73][CH2:74]O)=[C:63]1[CH3:76])(=[O:61])[C:55]1[CH:60]=[CH:59][CH:58]=[CH:57][CH:56]=1.S(Br)([Br:79])=O.C(=O)([O-])[O-].[Ca+2]>C(O)C.O1CCCC1.CN(C=O)C.C1C=CC=CC=1>[C:54]([N:62]1[C:70]2[C:65](=[CH:66][C:67]([O:71][CH3:72])=[CH:68][CH:69]=2)[C:64]([CH2:73][CH2:74][Br:79])=[C:63]1[CH3:76])(=[O:61])[C:55]1[CH:60]=[CH:59][CH:58]=[CH:57][CH:56]=1 |f:2.3.4.5.6.7,9.10,15.16,^1:43|. Reported procedure: Reaction of 4-methoxyphenylhydrazine with ethyl α-ketovalerate in ethanol using the procedure described above in Example 1; reduction with lithium aluminum hydride in tetrahydrofuran of the resulting ethyl α-(5-methoxy-2-methyl-3-indole)acetate; reaction of the resulting 3-(2-hydroxyethyl)-5-methoxy-2-methylindole with sodium hydride in DMF, and reaction of the resulting sodium salt with benzoyl chloride using the procedure described above in Example 1; and reaction of the resulting 1-benzoyl-3-... Reactants: CC1CCN(CC1)C1=C(C=CC(=C1)C1CCNCC1)NC(=O)C=1NC=C(C1)C#N (4-cyano-1H-pyrrole-2-carboxylic acid [2-(4-methyl-piperidin-1-yl)-4-piperidin-4-yl-phenyl]-amide), FC(C(=O)O)(F)F (trifluoroacetic acid), FC(COS(=O)(=O)C(F)(F)F)(F)F (trifluoromethanesulfonic acid 2,2,2-trifluoroethyl ester), C(=O)([O-])[O-].[Na+].[Na+] (Na2CO3). The solvent is CN(C)C=O (DMF), CCOC(=O)C (EtOAc). Reaction conditions: time 8 hour. Product: CC1CCN(CC1)C1=C(C=CC(=C1)C1CCN(CC1)CC(F)(F)F)NC(=O)C=1NC=C(C1)C#N (4-Cyano-1H-pyrrole-2-carboxylic acid (2-(4-methyl-piperidin-1-yl)-4-[1-(2,2,2-trifluoroethyl)-piperidin-4-yl]-phenyl)-amide). Isolated yield 55.0%. As a reaction SMILES: [CH3:1][CH:2]1[CH2:7][CH2:6][N:5]([C:8]2[CH:13]=[C:12]([CH:14]3[CH2:19][CH2:18][NH:17][CH2:16][CH2:15]3)[CH:11]=[CH:10][C:9]=2[NH:20][C:21]([C:23]2[NH:24][CH:25]=[C:26]([C:28]#[N:29])[CH:27]=2)=[O:22])[CH2:4][CH2:3]1.[F:30][C:31]([F:36])([F:35])[C:32](O)=O.FC(F)(F)COS(C(F)(F)F)(=O)=O.C([O-])([O-])=O.[Na+].[Na+]>CN(C=O)C.CCOC(C)=O>[CH3:1][CH:2]1[CH2:7][CH2:6][N:5]([C:8]2[CH:13]=[C:12]([CH:14]3[CH2:19][CH2:18][N:17]([CH2:32][C:31]([F:36])([F:35])[F:30])[CH2:16][CH2:15]3)[CH:11]=[CH:10][C:9]=2[NH:20][C:21]([C:23]2[NH:24][CH:25]=[C:26]([C:28]#[N:29])[CH:27]=2)=[O:22])[CH2:4][CH2:3]1 |f:3.4.5|. Procedure details: A mixture of 4-cyano-1H-pyrrole-2-carboxylic acid [2-(4-methyl-piperidin-1-yl)-4-piperidin-4-yl-phenyl]-amide bis(trifluoroacetic acid salt) (as prepared in Example 35, 25 mg, 0.040 mmol), trifluoromethanesulfonic acid 2,2,2-trifluoroethyl ester (9.8 mg, 0.042 mmol) and Na2CO3 (21 mg, 0.20 mmol) in 1 mL of DMF was stirred at RT for 8 h. Treated with 30 mL of EtOAc, the mixture was washed with H2O (2×10 mL), brine (10 mL) and dried (Na2SO4). Removal of the solvent under reduced pressure followed ... The reactants are ClC1=CC=C2C=C(NC2=C1N(S(=O)(=O)C=1SC=CC1)C)C(=O)N (6-chloro-7-[methyl(2-thienylsulfonyl)amino]-1H-indole-2-carboxamide), COC=1C=CC(=CC1)P2(=S)SP(=S)(S2)C=3C=CC(=CC3)OC (Lawesson's reagent). Solvent: O1CCCC1 (tetrahydrofuran). Conditions: temperature 60 celsius, time 2 hour. The product is ClC1=CC=C2C=C(NC2=C1N(S(=O)(=O)C=1SC=CC1)C)C(N)=S (6-chloro-7-[methyl(2-thienylsulfonyl)amino]-1H-indole-2-carbothioamide). Isolated yield 82.1%. RXN SMILES: [Cl:1][C:2]1[C:10]([N:11]([CH3:20])[S:12]([C:15]2[S:16][CH:17]=[CH:18][CH:19]=2)(=[O:14])=[O:13])=[C:9]2[C:5]([CH:6]=[C:7]([C:21]([NH2:23])=O)[NH:8]2)=[CH:4][CH:3]=1.COC1C=CC(P2(SP(C3C=CC(OC)=CC=3)(=S)S2)=[S:33])=CC=1>O1CCCC1>[Cl:1][C:2]1[C:10]([N:11]([CH3:20])[S:12]([C:15]2[S:16][CH:17]=[CH:18][CH:19]=2)(=[O:14])=[O:13])=[C:9]2[C:5]([CH:6]=[C:7]([C:21](=[S:33])[NH2:23])[NH:8]2)=[CH:4][CH:3]=1. Reported procedure: A mixture of 6-chloro-7-[methyl(2-thienylsulfonyl)amino]-1H-indole-2-carboxamide (0.70 g), Lawesson's reagent (0.77 g) and tetrahydrofuran (20 ml) was stirred at 60° C. for 2 hr. The reaction mixture was concentrated, toluene was added, and the resulting crystals were filtrated, washed with toluene, and dried to give the title compound (0.60 g, yield 84%) as yellow crystals. melting point 200-201° C. RXN SMILES: [CH3:1][O:2][C:3](=[O:4])[CH:5]1[O:6][CH:7]([n:15]2[c:16]3[n:17][cH:18][n:19][c:20]([NH:24][CH:25]([CH3:26])[CH3:27])[c:21]3[n:22][cH:23]2)[CH:8]2[O:9][C:10]([CH3:13])([CH3:14])[O:11][CH:12]12.[CH3:31][OH:32].[NH2:29][NH2:30].[OH2:28]>>[C:3](=[O:4])([CH:5]1[O:6][CH:7]([n:15]2[c:16]3[n:17][cH:18][n:19][c:20]([NH:24][CH:25]([CH3:26])[CH3:27])[c:21]3[n:22][cH:23]2)[CH:8]2[O:9][C:10]([CH3:13])([CH3:14])[O:11][CH:12]12)[NH:29][NH2:30]. Reactants: COC(=O)C1OC(n2cnc3c(NC(C)C)ncnc32)C2OC(C)(C)OC12, CO, NN, O. The product is CC(C)Nc1ncnc2c1ncn2C1OC(C(=O)NN)C2OC(C)(C)OC21.